From a dataset of the Open Reaction Database (ORD), a public repository of structured organic reaction records. describe an organic reaction: reactants, conditions, products, and yield The reactants are C(C1=CC=CC=C1)OC=1C=C(C=2OC3=CC(=CC=C3C(C2)=O)OCC2CO2)C=CC1OCC1=CC=CC=C1 (3′,4′-Dibenzyloxy-7-(2,3-epoxy-propoxy)-flavone), C(C1=CC=CC=C1)OC=1C=C(C=2OC3=CC(=CC=C3C(C2)=O)OCC2CO2)C=CC1OCC1=CC=CC=C1 (3′,4′-Dibenzyloxy-7-(2,3-epoxy-propoxy)-flavone), C(C)(C)N (iso-propyl amine). Solvent: CO (methanol). Yields the product C(C1=CC=CC=C1)OC=1C=C(C=2OC3=CC(=CC=C3C(C2)=O)OCC(CNC(C)C)O)C=CC1OCC1=CC=CC=C1 (3′,4′-Dibenzyloxy-7-(2-hydroxy-3-iso-propylamino-propoxy)-flavone). As a reaction SMILES: [CH2:1]([O:8][C:9]1[CH:10]=[C:11]([CH:28]=[CH:29][C:30]=1[O:31][CH2:32][C:33]1[CH:38]=[CH:37][CH:36]=[CH:35][CH:34]=1)[C:12]1[O:13][C:14]2[C:19]([C:20](=[O:22])[CH:21]=1)=[CH:18][CH:17]=[C:16]([O:23][CH2:24][CH:25]1[O:27][CH2:26]1)[CH:15]=2)[C:2]1[CH:7]=[CH:6][CH:5]=[CH:4][CH:3]=1.[CH:39]([NH2:42])([CH3:41])[CH3:40]>CO>[CH2:1]([O:8][C:9]1[CH:10]=[C:11]([CH:28]=[CH:29][C:30]=1[O:31][CH2:32][C:33]1[CH:34]=[CH:35][CH:36]=[CH:37][CH:38]=1)[C:12]1[O:13][C:14]2[C:19]([C:20](=[O:22])[CH:21]=1)=[CH:18][CH:17]=[C:16]([O:23][CH2:24][CH:25]([OH:27])[CH2:26][NH:42][CH:39]([CH3:41])[CH3:40])[CH:15]=2)[C:2]1[CH:7]=[CH:6][CH:5]=[CH:4][CH:3]=1. Procedure: 3′,4′-Dibenzyloxy-7-(2,3-epoxy-propoxy)-flavone, 29 (2.5 g, 4.9 mmol) and iso-propyl amine (1.8 mL, 14.7 mmol) in dry methanol (160 mL) were reacted in a similar manner to that described under 34 to afford 38. Yield 2.4 g (87%); mp 177-179° C.; MS (FAB) 566 (M++1); IR (KBr) 3423, 1635; 1H NMR (200 MHz, CDCl3) δ 8.02 (d, J=8.5 Hz, 1H), 7.70-7.32 (m, 12H), 7.11-6.98 (m, 3H), 6.64 (s, 1H), 5.24 (s, 2H), 5.23 (s, 2H), 4.14-4.09 (m, 3H), 3.05 (s, 2H), 2.92-2.68 (m, 3H), 1.09 (d, J=6.2 Hz, 6H). Analys... Reactants: CC12CCC3C4=C(CCC3C1CCC2C(F)F)CC(=O)CC4, O, c1ccncc1. Product: CC12CCC3=C4CCC(=O)C=C4CCC3C1CCC2C(F)F. RXN SMILES: [F:1][CH:2]([CH:3]1[C:4]2([CH3:5])[CH:6]([CH2:7][CH2:8]1)[CH:9]1[CH2:10][CH2:11][C:12]3=[C:17]([CH2:16][CH2:15][C:14](=[O:21])[CH2:13]3)[CH:18]1[CH2:19][CH2:20]2)[F:22].[OH2:23].[cH:24]1[cH:25][cH:26][n:27][cH:28][cH:29]1>>[F:1][CH:2]([CH:3]1[C:4]2([CH3:5])[CH:6]([CH2:7][CH2:8]1)[CH:9]1[CH2:10][CH2:11][C:12]3=[CH:13][C:14](=[O:21])[CH2:15][CH2:16][C:17]3=[C:18]1[CH2:19][CH2:20]2)[F:22]. The reactants are ClCCCl, CN(C)C=O, O=C(O)c1n[nH]cc1[N+](=O)[O-], Nc1ccccc1, On1nnc2ccccc21. Product: O=C(Nc1ccccc1)c1n[nH]cc1[N+](=O)[O-]. As a reaction SMILES: [CH2:19]([Cl:20])[CH2:21][Cl:22].[CH3:33][N:34]([CH3:35])[CH:36]=[O:37].[N+:1](=[O:2])([O-:3])[c:4]1[c:5]([C:9](=[O:10])[OH:11])[n:6][nH:7][cH:8]1.[NH2:12][c:13]1[cH:14][cH:15][cH:16][cH:17][cH:18]1.[OH:23][n:24]1[c:25]2[c:26]([cH:27][cH:28][cH:29][cH:30]2)[n:31][n:32]1>>[N+:1](=[O:2])([O-:3])[c:4]1[c:5]([C:9](=[O:11])[NH:12][c:13]2[cH:14][cH:15][cH:16][cH:17][cH:18]2)[n:6][nH:7][cH:8]1. Starting materials: C1CCOC1, O=C(Cl)c1cccc(Cl)c1, ClCCl, CC(C)C(=O)Nc1cccc(C2CCN(CCCCN)CC2)c1. The product is CC(C)C(=O)Nc1cccc(C2CCN(CCCCNC(=O)c3cccc(Cl)c3)CC2)c1. RXN SMILES: [CH2:34]1[O:35][CH2:36][CH2:37][CH2:38]1.[Cl:24][c:25]1[cH:26][c:27]([C:28](=[O:29])[Cl:30])[cH:31][cH:32][cH:33]1.[Cl:39][CH2:40][Cl:41].[NH2:1][CH2:2][CH2:3][CH2:4][CH2:5][N:6]1[CH2:7][CH2:8][CH:9]([c:12]2[cH:13][c:14]([NH:18][C:19]([CH:20]([CH3:21])[CH3:22])=[O:23])[cH:15][cH:16][cH:17]2)[CH2:10][CH2:11]1>>[NH:1]([CH2:2][CH2:3][CH2:4][CH2:5][N:6]1[CH2:7][CH2:8][CH:9]([c:12]2[cH:13][c:14]([NH:18][C:19]([CH:20]([CH3:21])[CH3:22])=[O:23])[cH:15][cH:16][cH:17]2)[CH2:10][CH2:11]1)[C:28]([c:27]1[cH:26][c:25]([Cl:24])[cH:33][cH:32][cH:31]1)=[O:29]. Reactants: C(C1=CC=CC=C1)OC(=O)N[C@H]1CC(=O)OC1=O (N-benzyloxycarbonyl-L-aspartic acid anhydride), Cl.COC([C@@H](N)CC1=CC=CC=C1)=O (L-phenylalanine methyl ester hydrochloride), C([O-])([O-])=O.[K+].[K+] (potassium carbonate), C(C)(=O)O (acetic acid). Run in C(C)(=O)OCC (ethyl acetate), O (water), O (water). Conditions: time 3 hour. Yields the product COC([C@@H](NC([C@@H](NC(=O)OCC1=CC=CC=C1)CC(O)=O)=O)CC1=CC=CC=C1)=O (N-benzyloxycarbonyl-α-L-aspartyl-L-phenylalanine methyl ester). As a reaction SMILES: [CH2:1]([O:8][C:9]([NH:11][C@@H:12]1[C:17](=[O:18])[O:16][C:14](=[O:15])[CH2:13]1)=[O:10])[C:2]1[CH:7]=[CH:6][CH:5]=[CH:4][CH:3]=1.Cl.[CH3:20][O:21][C:22](=[O:32])[C@H:23]([CH2:25][C:26]1[CH:31]=[CH:30][CH:29]=[CH:28][CH:27]=1)[NH2:24].C(=O)([O-])[O-].[K+].[K+].C(O)(=O)C>C(OCC)(=O)C.O>[CH3:20][O:21][C:22](=[O:32])[C@H:23]([CH2:25][C:26]1[CH:31]=[CH:30][CH:29]=[CH:28][CH:27]=1)[NH:24][C:17](=[O:18])[C@H:12]([CH2:13][C:14](=[O:15])[OH:16])[NH:11][C:9]([O:8][CH2:1][C:2]1[CH:7]=[CH:6][CH:5]=[CH:4][CH:3]=1)=[O:10] |f:1.2,3.4.5|. Procedure details: To 24.9 g (0.1 mole) of N-benzyloxycarbonyl-L-aspartic acid anhydride in 100.4 g of ethyl acetate were added 21.6 g (0.1 mole) of L-phenylalanine methyl ester hydrochloride and 7.6 g (0.055 mole) of potassium carbonate dissolved in 9.3 g of water. The reaction was carried out for 3 hours with stirring at 15°-20 C. Thereafter, 100.4 g of acetic acid and 75.3 g of water was added to the concentrate and the mixture was stirred for one hour at 15°-20.C. Precipitated crystals were filtered, washed an... The reactants are C([O-])([O-])=O.[K+].[K+] (potassium carbonate), C[O-].[Na+] (sodium methoxide), Cl.CS(=O)(=O)NC1=CC=C(C(=O)C2CCNCC2)C=C1 (4-(4-methylsulfonylaminobenzoyl)piperidine hydrochloride), Cl.ClCC1=CC=NC=C1 (4-chloromethylpyridine hydrochloride). Solvent: C(C)#N (acetonitrile). Conditions: time 10 minute. The product is Cl.Cl.CS(=O)(=O)NC1=CC=C(C(=O)C2CCN(CC2)CC2=CC=NC=C2)C=C1 (4-(4-Methylsulfonylaminobenzoyl)-1-(4-pyridylmethyl)piperidine dihydrochloride). Yield: 33.4%. RXN SMILES: C[O-].[Na+].[ClH:4].[CH3:5][S:6]([NH:9][C:10]1[CH:23]=[CH:22][C:13]([C:14]([CH:16]2[CH2:21][CH2:20][NH:19][CH2:18][CH2:17]2)=[O:15])=[CH:12][CH:11]=1)(=[O:8])=[O:7].Cl.[Cl:25][CH2:26][C:27]1[CH:32]=[CH:31][N:30]=[CH:29][CH:28]=1.C(=O)([O-])[O-].[K+].[K+]>C(#N)C>[ClH:25].[ClH:4].[CH3:5][S:6]([NH:9][C:10]1[CH:11]=[CH:12][C:13]([C:14]([CH:16]2[CH2:21][CH2:20][N:19]([CH2:26][C:27]3[CH:32]=[CH:31][N:30]=[CH:29][CH:28]=3)[CH2:18][CH2:17]2)=[O:15])=[CH:22][CH:23]=1)(=[O:7])=[O:8] |f:0.1,2.3,4.5,6.7.8,10.11.12|. Procedure: 1.13 g (18.8 mmol) of sodium methoxide was added to a suspension of 3.0 g (9.4 mmol) of 4-(4-methylsulfonylaminobenzoyl)piperidine hydrochloride and 1.55 g (9.4 mmol) of 4-chloromethylpyridine hydrochloride in 90 ml of acetonitrile. The mixture was stirred at room temperature for 10 min. 2.88 g of potassium carbonate was added to the mixture and the obtained mixture was refluxed for 3 h. After cooling, the liquid reaction mixture was filtered and the filtrate was concentrated, while the residue ... Starting materials: O=C1Nc2cc(Nc3nc(Cl)ncc3F)ccc2OC1C1CC1, Nc1cccc(O)c1. The product is O=C1Nc2cc(Nc3nc(Nc4cccc(O)c4)ncc3F)ccc2OC1C1CC1. RXN SMILES: [Cl:1][c:2]1[n:3][cH:4][c:5]([F:23])[c:6]([NH:8][c:9]2[cH:10][cH:11][c:12]3[c:13]([cH:22]2)[NH:14][C:15](=[O:21])[CH:16]([CH:18]2[CH2:19][CH2:20]2)[O:17]3)[n:7]1.[OH:24][c:25]1[cH:26][c:27]([NH2:28])[cH:29][cH:30][cH:31]1>>[c:2]1([NH:28][c:27]2[cH:26][c:25]([OH:24])[cH:31][cH:30][cH:29]2)[n:3][cH:4][c:5]([F:23])[c:6]([NH:8][c:9]2[cH:10][cH:11][c:12]3[c:13]([cH:22]2)[NH:14][C:15](=[O:21])[CH:16]([CH:18]2[CH2:19][CH2:20]2)[O:17]3)[n:7]1. Reactants: C(C1=CC=CC=C1)N1CCC(CC1)N(C1=NC=CC=C1NC(C)(C)C)CC (1-Benzyl-4-[N-ethyl-N-(3-(1,1-dimethylethylamino)-2-pyridinyl)amino]piperidine), C(C1=CC=CC=C1)N1CCC(CC1)N(C1=NC=CC=C1NC(C)C)CC (1-benzyl-4-[N-ethyl-N-(3-(isopropylamino)-2-pyridinyl)amino]piperidine). Product: C(C)N(C1=NC=CC=C1NC(C)(C)C)C1CCNCC1 (4-[N-Ethyl-N-(3-(1,1-dimethylethylamino)-2-pyridinyl)amino]piperidine). RXN SMILES: C([N:8]1[CH2:13][CH2:12][CH:11]([N:14]([CH2:26][CH3:27])[C:15]2[C:20]([NH:21][C:22]([CH3:25])([CH3:24])[CH3:23])=[CH:19][CH:18]=[CH:17][N:16]=2)[CH2:10][CH2:9]1)C1C=CC=CC=1.C(N1CCC(N(CC)C2C(NC(C)C)=CC=CN=2)CC1)C1C=CC=CC=1>>[CH2:26]([N:14]([CH:11]1[CH2:10][CH2:9][NH:8][CH2:13][CH2:12]1)[C:15]1[C:20]([NH:21][C:22]([CH3:25])([CH3:23])[CH3:24])=[CH:19][CH:18]=[CH:17][N:16]=1)[CH3:27]. Reported procedure: Following the general procedure of EXAMPLE 206 and making non-critical variations but substituting 1-benzyl-4-[N-ethyl-N-3-(1,1-dimethylethylamino)-2-pyridinyl)amino]piperidine (EXAMPLE 143) for 1-benzyl-4-[N-ethyl-N-(3-(isopropylamino)-2-pyridinyl)amino]piperidine, the title compound is obtained. Starting materials: CC(=O)OC(C)=O, Nc1ccc2c(c1)CCC2, O, c1ccncc1. Yields the product CC(=O)Nc1ccc2c(c1)CCC2. RXN SMILES: [CH3:11][C:12](=[O:13])[O:14][C:15](=[O:16])[CH3:17].[NH2:1][c:2]1[cH:3][c:4]2[c:8]([cH:9][cH:10]1)[CH2:7][CH2:6][CH2:5]2.[OH2:18].[cH:19]1[cH:20][cH:21][n:22][cH:23][cH:24]1>>[NH:1]([c:2]1[cH:3][c:4]2[c:8]([cH:9][cH:10]1)[CH2:7][CH2:6][CH2:5]2)[C:12]([CH3:11])=[O:13]. The reactants are CC(C)(C)[Si](C)(C)OC1CC(O)C=C1COCc1ccccc1, CCOC(C)=O, [H][H], [Na+], [Na+], O=C([O-])[O-]. Product: CC(C)(C)[Si](C)(C)OC1CC(O)CC1COCc1ccccc1. Reaction SMILES: [CH2:1]([c:2]1[cH:3][cH:4][cH:5][cH:6][cH:7]1)[O:8][CH2:9][C:10]1=[CH:11][CH:12]([OH:23])[CH2:13][CH:14]1[O:15][Si:16]([CH3:17])([CH3:18])[C:19]([CH3:20])([CH3:21])[CH3:22].[CH3:32][CH2:33][O:34][C:35]([CH3:36])=[O:37].[H:30][H:31].[Na+:24].[Na+:25].[O-:26][C:27](=[O:28])[O-:29]>>[CH2:1]([c:2]1[cH:3][cH:4][cH:5][cH:6][cH:7]1)[O:8][CH2:9][CH:10]1[CH2:11][CH:12]([OH:23])[CH2:13][CH:14]1[O:15][Si:16]([CH3:17])([CH3:18])[C:19]([CH3:20])([CH3:21])[CH3:22].